The task is: describe an organic reaction: reactants, conditions, products, and yield. This data is from the Open Reaction Database (ORD), a public repository of structured organic reaction records. The reactants are CC(C)=O, BrCc1cccc(I)c1, [Na+], [Na+], O, O=S([O-])[O-]. Yields the product O=S(=O)([O-])Cc1cccc(I)c1, [Na+]. As a reaction SMILES: [CH3:16][C:17](=[O:18])[CH3:19].[I:1][c:2]1[cH:3][c:4]([CH2:5][Br:6])[cH:7][cH:8][cH:9]1.[Na+:14].[Na+:15].[OH2:20].[S:10](=[O:11])([O-:12])[O-:13]>>[I:1][c:2]1[cH:3][c:4]([CH2:5][S:10](=[O:11])(=[O:12])[O-:13])[cH:7][cH:8][cH:9]1.[Na+:14]. Starting materials: CC1(CC(C(CC1)C(=O)OC)=O)C (methyl 4,4-dimethyl-2-oxocyclohexanecarboxylate), BrC1=CC(=NC=C1)N (4-bromopyridin-2-amine). The solvent is ClCCCl (1,2-dichloroethane). Yields the product BrC1=CC2=NC=3CC(CCC3C(N2C=C1)=O)(C)C (7-bromo-3,3-dimethyl-3,4-dihydro-1H-pyrido[2,1-b]quinazolin-11(2H)-one). RXN SMILES: [CH3:1][C:2]1([CH3:13])[CH2:7][CH2:6][CH:5]([C:8]([O:10]C)=O)[C:4](=O)[CH2:3]1.[Br:14][C:15]1[CH:20]=[CH:19][N:18]=[C:17]([NH2:21])[CH:16]=1>ClCCCl>[Br:14][C:15]1[CH:20]=[CH:19][N:18]2[C:17](=[N:21][C:4]3[CH2:3][C:2]([CH3:1])([CH3:13])[CH2:7][CH2:6][C:5]=3[C:8]2=[O:10])[CH:16]=1. Procedure: A solution of methyl 4,4-dimethyl-2-oxocyclohexanecarboxylate (0.5 g, 2.7 mmol, 1 eq), 4-bromopyridin-2-amine (0.51 g, 2.97 mmol, 1.1 eq) and PPA in 1,2-dichloroethane was stirred at 80° C. for 4 hours. After it was cooled to rt, the reaction mixture was quenched with saturated Na2CO3 and extracted with ethyl acetate (3×50 mL). The combined organic layers were washed with brine and dried over anhydrous sodium sulfate. After filtration and concentration, the residue was purified by silica gel chr... Reaction SMILES: [C@@H:1]1([N:9]2[CH:17]=[C:15]([CH3:16])[C:13](=[O:14])[NH:12][C:10]2=[O:11])[O:8][C@H:5]([CH2:6][OH:7])[C@@H:3](O)[CH2:2]1.S(OC1C=CC=CC=1)(OC1C=CC=CC=1)=O.CN1C=CN=C1>CN(C)C(=O)C>[CH3:16][C:15]1[C:13](=[O:14])[N:12]=[C:10]2[N:9]([C@@H:1]3[O:8][C@H:5]([CH2:6][OH:7])[C@@H:3]([O:11]2)[CH2:2]3)[CH:17]=1. Product: CC1=CN2[C@H]3C[C@@H]([C@H](O3)CO)OC2=NC1=O (2,3'-anhydrothymidine). The solvent is CN(C(C)=O)C (N,N-dimethylacetamide). Reactants: S(=O)(OC1=CC=CC=C1)OC1=CC=CC=C1 (diphenyl sulphite), CN1C=NC=C1 (N-methylimidazole), [C@@H]1(C[C@H](O)[C@@H](CO)O1)N1C(=O)NC(=O)C(C)=C1 (thymidine). Procedure: For example, when thymidine is heated at ca 156° C. for 45 minutes with a four fold excess of diphenyl sulphite (see, for example, Gerrard, W., J. Chem. Soc., 218, (1940)) in the presence of a catalytic amount of N-methylimidazole in N,N-dimethylacetamide solution, and is then worked-up under basic conditions. 2,3'-anhydrothymidine may easily be isolated in almost 65% yield. The yield is 65.0%. Starting materials: N(=[N+]=[N-])CCCC1CCNCC1 (4-(3'-azidopropyl)-piperidine), C(=O)OC (methyl formate). The product is C(=O)N1CCC(CC1)CCCN=[N+]=[N-] (N-formyl-4-(3'-azidopropyl)-piperidine). RXN SMILES: [N:1]([CH2:4][CH2:5][CH2:6][CH:7]1[CH2:12][CH2:11][NH:10][CH2:9][CH2:8]1)=[N+:2]=[N-:3].[CH:13](OC)=[O:14]>>[CH:13]([N:10]1[CH2:9][CH2:8][CH:7]([CH2:6][CH2:5][CH2:4][N:1]=[N+:2]=[N-:3])[CH2:12][CH2:11]1)=[O:14]. Procedure: A solution of 4-(3'-azidopropyl)-piperidine (1.5 g) in methyl formate (5 ml) was refluxed for 1 hour. Evaporation to dryness gave the desired compound as an oil. The IR-spectrum (CHCl3) showed strong bands at 2100, 1660, 1440 and 1270 cm-1. Starting materials: CC(=O)O, CN(CCc1cc([N+](=O)[O-])c(F)cc1Cl)[SH](=O)=O, O=[Pt]. Yields the product CN(CCc1cc(N)c(F)cc1Cl)[SH](=O)=O. As a reaction SMILES: [CH3:19][C:20](=[O:21])[OH:22].[CH3:1][N:2]([SH:3](=[O:4])=[O:5])[CH2:6][CH2:7][c:8]1[c:9]([Cl:18])[cH:10][c:11]([F:17])[c:12]([N+:14]([O-:15])=[O:16])[cH:13]1.[Pt:23]=[O:24]>>[CH3:1][N:2]([SH:3](=[O:4])=[O:5])[CH2:6][CH2:7][c:8]1[c:9]([Cl:18])[cH:10][c:11]([F:17])[c:12]([NH2:14])[cH:13]1. The reactants are C(C)N1N=CC=2C1=NC(=C(C2NC2CCOCC2)CNC(=O)C=2C=C(C(=O)OC)C=CC2)CC (methyl 3-[({[1,6-diethyl-4-(tetrahydro-2H-pyran-4-ylamino)-1H-pyrazolo[3,4-b]pyridin-5-yl]methyl}amino)carbonyl]benzoate), O[Li].O (LiOH.H2O), Cl (HCl). The solvent is CO.O (MeOH H2O). Run at temperature 80 celsius. The product is C(C)N1N=CC=2C1=NC(=C(C2NC2CCOCC2)CNC(=O)C=2C=C(C(=O)O)C=CC2)CC (3-[({[1,6-Diethyl-4-(tetrahydro-2H-pyran-4-ylamino)-1H-pyrazolo[3,4-b]pyridin-5-yl]methyl}amino) carbonyl]benzoic Acid). Yield: 71.1%. Reaction SMILES: [CH2:1]([N:3]1[C:7]2=[N:8][C:9]([CH2:33][CH3:34])=[C:10]([CH2:19][NH:20][C:21]([C:23]3[CH:24]=[C:25]([CH:30]=[CH:31][CH:32]=3)[C:26]([O:28]C)=[O:27])=[O:22])[C:11]([NH:12][CH:13]3[CH2:18][CH2:17][O:16][CH2:15][CH2:14]3)=[C:6]2[CH:5]=[N:4]1)[CH3:2].O[Li].O.Cl>CO.O>[CH2:1]([N:3]1[C:7]2=[N:8][C:9]([CH2:33][CH3:34])=[C:10]([CH2:19][NH:20][C:21]([C:23]3[CH:24]=[C:25]([CH:30]=[CH:31][CH:32]=3)[C:26]([OH:28])=[O:27])=[O:22])[C:11]([NH:12][CH:13]3[CH2:18][CH2:17][O:16][CH2:15][CH2:14]3)=[C:6]2[CH:5]=[N:4]1)[CH3:2] |f:1.2,4.5|. Procedure details: To the solution of methyl 3-[({[1,6-diethyl-4-(tetrahydro-2H-pyran-4-ylamino)-1H-pyrazolo[3,4-b]pyridin-5-yl]methyl}amino)carbonyl]benzoate (0.29 g, 0.623 mmol) in MeOH/H2O (2/1 mL) was added LiOH.H2O (0.131 g, 3.12 mmol). The mixture was heated with a microwave at 80° C. for 30 min. Then HCl (1 N) was added to adjust the about pH 4˜5. The solvent was removed. The residue was washed with H2O and a little EtOAc and dried under vacuum to afford the title compound 0.20 g (70%). LC-MS m/z 452 (M+H)+...